Dataset: the Open Reaction Database (ORD), a public repository of structured organic reaction records. Task: describe an organic reaction: reactants, conditions, products, and yield Starting materials: NCCCCCCCCOC1=CC=CC2=CC=CC=C12 (1-amino-8-(1-naphthyloxy)octane), C1(CCCCC1)N=C=NC1CCCCC1 (dicyclohexylcarbodiimide). Reaction conditions: temperature 120 celsius. Product: C1(CCCCC1)NC(=NC1CCCCC1)NCCCCCCCCOC1=CC=CC2=CC=CC=C12 (1,2-dicyclohexyl-3-[8-(1-naphthyloxy)octyl]guanidine). RXN SMILES: [NH2:1][CH2:2][CH2:3][CH2:4][CH2:5][CH2:6][CH2:7][CH2:8][CH2:9][O:10][C:11]1[C:20]2[C:15](=[CH:16][CH:17]=[CH:18][CH:19]=2)[CH:14]=[CH:13][CH:12]=1.[CH:21]1([N:27]=[C:28]=[N:29][CH:30]2[CH2:35][CH2:34][CH2:33][CH2:32][CH2:31]2)[CH2:26][CH2:25][CH2:24][CH2:23][CH2:22]1>>[CH:30]1([NH:29][C:28]([NH:1][CH2:2][CH2:3][CH2:4][CH2:5][CH2:6][CH2:7][CH2:8][CH2:9][O:10][C:11]2[C:20]3[C:15](=[CH:16][CH:17]=[CH:18][CH:19]=3)[CH:14]=[CH:13][CH:12]=2)=[N:27][CH:21]2[CH2:26][CH2:25][CH2:24][CH2:23][CH2:22]2)[CH2:31][CH2:32][CH2:33][CH2:34][CH2:35]1. Reported procedure: 700 Milligrams (mg) of 1-amino-8-(1-naphthyloxy)octane and 505 mg of dicyclohexylcarbodiimide were mixed well and heated to 120° C. for 1 hour. The crude product was chromatographically separated on a silica gel column eluting with a mobile phase of 25 parts 2-propanol to 1 part water to 1 part acetic acid affording 1,2-dicyclohexyl-3-[8-(1-naphthyloxy)octyl]guanidine as a gum. The reactants are FC1=C(C(=C(C(=C1OC(=O)C=1C=C2C(C(NC2=CC1)=O)=NNC1=CC=C(C=C1)S(N)(=O)=O)F)F)F)F (2-oxo-3[(4-sulfamoyl-phenyl)-hydrazono]-2,3-dihydro-1H-indole-5-carboxylic acid pentafluorophenyl ester), COC1=C(CN)C(=CC=C1)OC (2,6-dimethoxybenzylamine). The product is COC1=C(CNC(=O)C=2C=C3C(C(NC3=CC2)=O)=NNC2=CC=C(C=C2)S(N)(=O)=O)C(=CC=C1)OC (2-Oxo-3-[(4-sulfamoyl-phenyl)-hydrazono]-2,3-dihydro-1H-indol-5-carboxylic acid-2,6-dimethoxybenzylamide). RXN SMILES: FC1C(O[C:9]([C:11]2[CH:12]=[C:13]3[C:17](=[CH:18][CH:19]=2)[NH:16][C:15](=[O:20])[C:14]3=[N:21][NH:22][C:23]2[CH:28]=[CH:27][C:26]([S:29](=[O:32])(=[O:31])[NH2:30])=[CH:25][CH:24]=2)=[O:10])=C(F)C(F)=C(F)C=1F.[CH3:37][O:38][C:39]1[CH:46]=[CH:45][CH:44]=[C:43]([O:47][CH3:48])[C:40]=1[CH2:41][NH2:42]>>[CH3:48][O:47][C:43]1[CH:44]=[CH:45][CH:46]=[C:39]([O:38][CH3:37])[C:40]=1[CH2:41][NH:42][C:9]([C:11]1[CH:12]=[C:13]2[C:17](=[CH:18][CH:19]=1)[NH:16][C:15](=[O:20])[C:14]2=[N:21][NH:22][C:23]1[CH:28]=[CH:27][C:26]([S:29](=[O:31])(=[O:32])[NH2:30])=[CH:25][CH:24]=1)=[O:10]. Procedure: The title compound was prepared from 2-oxo-3[(4-sulfamoyl-phenyl)-hydrazono]-2,3-dihydro-1H-indole-5-carboxylic acid pentafluorophenyl ester and 2,6-dimethoxybenzylamine according to Procedure K: mp>250° C.; 1H NMR (DMSO-d6): δ3.76 (s, 6H), 4.43 (d, J=4.2 Hz, 2H), 6.65 (d, J=8.4 Hz, 2H), 6.91 (d, J=8.2 Hz, 1H), 7.23 (s, 2H), 7.25 (d, J=8.2 Hz, 1H), 7.56 (d, J=8.6 Hz, 2H), 7.79 (m, 3H), 8.07 (s, 1H), 8.13 (br s, 1H), 11.27 (s, 1H), 12.76 (s, 1H); APCI−MS m/z 532 (M+Na)+; Anal. Calcd for C24H23N5O... Reactants: CC1=C(C(=NO1)C1=CC=CC=C1)COC1=NC=C(C(=O)O)C=C1 (6-(5-methyl-3-phenyl-isoxazol-4-ylmethoxy)-nicotinic acid), CC1(NCCOC1)C (3,3-dimethyl-morpholine). Product: CC1(N(CCOC1)C(=O)C=1C=NC(=CC1)OCC=1C(=NOC1C)C1=CC=CC=C1)C ((3,3-Dimethyl-morpholin-4-yl)-[6-(5-methyl-3-phenyl-isoxazol-4-ylmethoxy)-pyridin-3-yl]-methanone). Isolated yield 25.0%. Reaction SMILES: [CH3:1][C:2]1[O:6][N:5]=[C:4]([C:7]2[CH:12]=[CH:11][CH:10]=[CH:9][CH:8]=2)[C:3]=1[CH2:13][O:14][C:15]1[CH:23]=[CH:22][C:18]([C:19]([OH:21])=O)=[CH:17][N:16]=1.[CH3:24][C:25]1([CH3:31])[CH2:30][O:29][CH2:28][CH2:27][NH:26]1>>[CH3:24][C:25]1([CH3:31])[CH2:30][O:29][CH2:28][CH2:27][N:26]1[C:19]([C:18]1[CH:17]=[N:16][C:15]([O:14][CH2:13][C:3]2[C:4]([C:7]3[CH:8]=[CH:9][CH:10]=[CH:11][CH:12]=3)=[N:5][O:6][C:2]=2[CH3:1])=[CH:23][CH:22]=1)=[O:21]. Procedure details: As described for example 12, 6-(5-methyl-3-phenyl-isoxazol-4-ylmethoxy)-nicotinic acid (124 mg, 0.40 mmol) was converted using 3,3-dimethyl-morpholine instead of 2,2,2-trifluoroethylamine to the title compound (SiO2, heptane:ethyl acetate=80:20 to 30:70, 41 mg, 25%) which was obtained as a light brown oil. MS: m/e=408.1 [M+H]+. Starting materials: O=C(CBr)c1ccc(Cl)cc1Cl, CCCCO, Cc1cccc(C)c1OCC(O)CO, Cc1ccc(S(=O)(=O)O)cc1, Cc1ccccc1. Yields the product Cc1cccc(C)c1OCC1COC(CBr)(c2ccc(Cl)cc2Cl)O1. As a reaction SMILES: [Br:15][CH2:16][C:17](=[O:18])[c:19]1[c:20]([Cl:26])[cH:21][c:22]([Cl:25])[cH:23][cH:24]1.[CH2:38]([OH:39])[CH2:40][CH2:41][CH3:42].[CH3:1][c:2]1[c:3]([O:4][CH2:5][CH:6]([CH2:7][OH:8])[OH:9])[c:10]([CH3:14])[cH:11][cH:12][cH:13]1.[CH3:27][c:28]1[cH:29][cH:30][c:31]([S:32](=[O:33])(=[O:34])[OH:35])[cH:36][cH:37]1.[CH3:43][c:44]1[cH:45][cH:46][cH:47][cH:48][cH:49]1>>[CH3:1][c:2]1[c:3]([O:4][CH2:5][CH:6]2[CH2:7][O:8][C:17]([CH2:16][Br:15])([c:19]3[c:20]([Cl:26])[cH:21][c:22]([Cl:25])[cH:23][cH:24]3)[O:9]2)[c:10]([CH3:14])[cH:11][cH:12][cH:13]1. Reactants: N1(CCNCC1)C(=O)OC(C)(C)C (tert-butyl piperazine-1-carboxylate), O1CC(C1)=O (3-oxetanone), ClC1=CC=C(C=C1)C=1C(=CC=CC1)C=O (4′-chlorobiphenyl-2-carboxaldehyde). Yields the product O1CC(C1)N1C[C@H](CC1)NC(OC(C)(C)C)=O ((S)-tert-butyl 1-(oxetan-3-yl)pyrrolidin-3-ylcarbamate). Reported procedure: The title compound was prepared by substituting (S)-tert-butyl pyrrolidin-3-ylcarbamate for tert-butyl piperazine-1-carboxylate and 3-oxetanone for 4′-chlorobiphenyl-2-carboxaldehyde in EXAMPLE 1A. As a reaction SMILES: [N:1]1([C:7]([O:9][C:10]([CH3:13])([CH3:12])[CH3:11])=[O:8])[CH2:6][CH2:5][NH:4][CH2:3][CH2:2]1.[O:14]1[CH2:17][C:16](=O)[CH2:15]1.ClC1C=CC(C2C(C=O)=CC=CC=2)=CC=1>>[O:14]1[CH2:17][CH:16]([N:4]2[CH2:3][CH2:2][C@H:6]([NH:1][C:7](=[O:8])[O:9][C:10]([CH3:11])([CH3:12])[CH3:13])[CH2:5]2)[CH2:15]1. Reactants: C(C)OC(=O)C1=CNC2=C1N=CN=C2Cl (4-chloro-5H-pyrrolo[3,2-d]pyrimidine-7-carboxylic acid ethyl ester), C1(CC1)COC1=C(C=C(C=C1)F)B1OC(C(O1)(C)C)(C)C (2-(2-cyclopropylmethoxy-5-fluoro-phenyl)-4,4,5,5-tetramethyl-[1,3,2]dioxaborolane). Product: C(C)OC(=O)C1=CNC2=C1N=CN=C2C2=C(C=CC(=C2)F)OCC2CC2 (4-(2-Cyclopropylmethoxy-5-fluoro-phenyl)-5H-pyrrolo[3,2-d]pyrimidine-7-carboxylic acid ethyl ester). Reaction SMILES: [CH2:1]([O:3][C:4]([C:6]1[C:10]2[N:11]=[CH:12][N:13]=[C:14](Cl)[C:9]=2[NH:8][CH:7]=1)=[O:5])[CH3:2].[CH:16]1([CH2:19][O:20][C:21]2[CH:26]=[CH:25][C:24]([F:27])=[CH:23][C:22]=2B2OC(C)(C)C(C)(C)O2)[CH2:18][CH2:17]1>>[CH2:1]([O:3][C:4]([C:6]1[C:10]2[N:11]=[CH:12][N:13]=[C:14]([C:26]3[CH:25]=[C:24]([F:27])[CH:23]=[CH:22][C:21]=3[O:20][CH2:19][CH:16]3[CH2:17][CH2:18]3)[C:9]=2[NH:8][CH:7]=1)=[O:5])[CH3:2]. Reported procedure: Starting from 4-chloro-5H-pyrrolo[3,2-d]pyrimidine-7-carboxylic acid ethyl ester and 2-(2-cyclopropylmethoxy-5-fluoro-phenyl)-4,4,5,5-tetramethyl-[1,3,2]dioxaborolane (example A39) the title compound is obtained as colorless solid. The reactants are CCO, ClCCl, BrCc1ccc(I)cc1, CC(C)(O)C1CCNCC1. As a reaction SMILES: [CH2:20]([OH:21])[CH3:22].[Cl:23][CH2:24][Cl:25].[I:1][c:2]1[cH:3][cH:4][c:5]([CH2:6][Br:7])[cH:8][cH:9]1.[NH:10]1[CH2:11][CH2:12][CH:13]([C:16]([CH3:17])([CH3:18])[OH:19])[CH2:14][CH2:15]1>>[I:1][c:2]1[cH:3][cH:4][c:5]([CH2:6][N:10]2[CH2:11][CH2:12][CH:13]([C:16]([CH3:17])([CH3:18])[OH:19])[CH2:14][CH2:15]2)[cH:8][cH:9]1. Yields the product CC(C)(O)C1CCN(Cc2ccc(I)cc2)CC1. The reactants are CCC1CO1, CO, S=C(NCCN1CCOCC1)c1ccc(Cl)cc1, Cl. Product: O=C(NCCN1CCOCC1)c1ccc(Cl)cc1. As a reaction SMILES: [CH2:20]1[CH:21]([CH2:22][CH3:23])[O:24]1.[CH3:25][OH:26].[Cl:2][c:3]1[cH:4][cH:5][c:6]([C:7](=[S:8])[NH:9][CH2:10][CH2:11][N:12]2[CH2:13][CH2:14][O:15][CH2:16][CH2:17]2)[cH:18][cH:19]1.[ClH:1]>>[Cl:2][c:3]1[cH:4][cH:5][c:6]([C:7]([NH:9][CH2:10][CH2:11][N:12]2[CH2:13][CH2:14][O:15][CH2:16][CH2:17]2)=[O:24])[cH:18][cH:19]1.